Dataset: the Open Reaction Database (ORD), a public repository of structured organic reaction records. Task: describe an organic reaction: reactants, conditions, products, and yield Starting materials: C(C)OC([C@H](CC(C)C)N1C(C=C(C1)OC1=C(C(=CC=C1)C1CC1)F)=O)=O ((S)-2-[4-(3-cyclopropyl-2-fluoro-phenoxy)-2-oxo-2,5-dihydro-pyrrol-1-yl]-4-methyl-pentanoic acid ethyl ester), O.[OH-].[Li+] (lithium hydroxide monohydrate). Solvent: O1CCCC1 (tetrahydrofuran). Run at time 1 hour. The product is C1(CC1)C=1C(=C(OC2=CC(N(C2)[C@H](C(=O)O)CC(C)C)=O)C=CC1)F ((S)-2-[4-(3-cyclopropyl-2-fluoro-phenoxy)-2-oxo-2,5-dihydro-pyrrol-1-yl]-4-methyl-pentanoic acid). Isolated yield 102.2%. As a reaction SMILES: C([O:3][C:4](=[O:27])[C@@H:5]([N:10]1[CH2:14][C:13]([O:15][C:16]2[CH:21]=[CH:20][CH:19]=[C:18]([CH:22]3[CH2:24][CH2:23]3)[C:17]=2[F:25])=[CH:12][C:11]1=[O:26])[CH2:6][CH:7]([CH3:9])[CH3:8])C.O.[OH-].[Li+]>O1CCCC1>[CH:22]1([C:18]2[C:17]([F:25])=[C:16]([CH:21]=[CH:20][CH:19]=2)[O:15][C:13]2[CH2:14][N:10]([C@@H:5]([CH2:6][CH:7]([CH3:9])[CH3:8])[C:4]([OH:27])=[O:3])[C:11](=[O:26])[CH:12]=2)[CH2:23][CH2:24]1 |f:1.2.3|. Reported procedure: To a solution containing (S)-2-[4-(3-cyclopropyl-2-fluoro-phenoxy)-2-oxo-2,5-dihydro-pyrrol-1-yl]-4-methyl-pentanoic acid ethyl ester (0.800 g, 0.002 mol) in tetrahydrofuran (30 mL) was treated with an aqueous solution of lithium hydroxide monohydrate (0.5N, 15 mL, 0.008 mol). The mixture was stirred at room temperature for 1 h, and the solvents evaporated. The residue was dissolved in water and washed with diethyl ether, and the diethyl ether layer discarded. The aqueous phase was acidified wit... Starting materials: C(=O)(O)C(C)OC1=NN(C=N1)C1=CC=CC=C1 (3-(1-carboxyethoxy)-1-phenyl-1,2,4-1H-triazole), [Na] (sodium), CO (methanol). The product is C(C1=CC=CC=C1)OC(=O)C(C)OC1=NN(C=N1)C1=CC=CC=C1 (3-(1-benzyloxycarbonylethoxy)-1-phenyl-1,2,4-1H-triazole). As a reaction SMILES: [C:1]([CH:4]([O:6][C:7]1[N:11]=[CH:10][N:9]([C:12]2[CH:17]=[CH:16][CH:15]=[CH:14][CH:13]=2)[N:8]=1)[CH3:5])([OH:3])=O.[Na].[CH3:19][OH:20]>>[CH2:19]([O:20][C:1]([CH:4]([O:6][C:7]1[N:11]=[CH:10][N:9]([C:12]2[CH:17]=[CH:16][CH:15]=[CH:14][CH:13]=2)[N:8]=1)[CH3:5])=[O:3])[C:12]1[CH:17]=[CH:16][CH:15]=[CH:14][CH:13]=1 |^1:17|. Procedure details: A 5.5 g portion of the compound of Example 22 was added to 50 ml of methanol containing 0.54 g of sodium, and the mixture was heated briefly to reflux. It was then cooled and the solvent was removed under vacuum. To it was added 75 ml of toluene, 2.6 ml of benzyl chloride and 2.3 g of triethylamine, and the mixture was heated under reflux for 22 hours. It was then cooled, poured over ice-water, and extracted with ethyl acetate. The extract was washed with water and with saturated brine, and was ... Starting materials: C(C)OC(=O)C1CCN(CC1)C1C=C(C(CC(C1O)(C)C)=O)C (4-(4 -ethoxycarbonylpiperidino)-5-hydroxy-2,6,6-trimethyl-2-cyclohepten-1-one), Cl (hydrochloric acid). Run in C(C)(=O)O (acetic acid). Run at temperature 80 celsius. Product: Cl.C(=O)(O)C1CCN(CC1)C1C=C(C(CC(C1O)(C)C)=O)C (4-(4 -carboxypiperidino)-5-hydroxy-2,6,6-trimethyl-2-cyclohepten-1-one hydrochloride). Yield: 80.2%. Reaction SMILES: C([O:3][C:4]([CH:6]1[CH2:11][CH2:10][N:9]([CH:12]2[CH:18]([OH:19])[C:17]([CH3:21])([CH3:20])[CH2:16][C:15](=[O:22])[C:14]([CH3:23])=[CH:13]2)[CH2:8][CH2:7]1)=[O:5])C.[ClH:24]>C(O)(=O)C>[ClH:24].[C:4]([CH:6]1[CH2:11][CH2:10][N:9]([CH:12]2[CH:18]([OH:19])[C:17]([CH3:20])([CH3:21])[CH2:16][C:15](=[O:22])[C:14]([CH3:23])=[CH:13]2)[CH2:8][CH2:7]1)([OH:5])=[O:3] |f:3.4|. Procedure: The 4-(4 -ethoxycarbonylpiperidino)-5-hydroxy-2,6,6-trimethyl-2-cyclohepten-1-one obtained in Example 24 (0.68 g, 2.1 millimoles) was dissolved in acetic acid (5 ml), 6N hydrochloric acid (2 ml) was added and the mixture was heated at 80° C. for 90 minutes. Concentration to dryness followed by washing with ethyl acetate gave 0.56 g (80.2%) of 4-(4 -carboxypiperidino)-5-hydroxy-2,6,6-trimethyl-2-cyclohepten-1-one hydrochloride. Starting materials: BrC1=C(C=C(C(=C1)F)[N+](=O)[O-])O (2-bromo-4-fluoro-5-nitrophenol), C([O-])([O-])=O.[K+].[K+] (potassium carbonate), O (water), C(C)(C)I (isopropyl iodide). Solvent: CN(C=O)C (dimethylformamide). Conditions: temperature 50 celsius, time 1 hour. The product is C(C)(C)OC1=C(C=C(C(=C1)[N+](=O)[O-])F)Br (2-bromo-4-fluoro-5-nitrophenyl isopropyl ether). The yield is 85.7%. Procedure: Then, 100 g (0.42 mol) of 2-bromo-4-fluoro-5-nitrophenol was dissolved in 400 ml of dimethylformamide, to which 70 g (0.50 mol) of potassium carbonate was added and after warming to 50° C., 94 g (0.55 mol) of isopropyl iodide was added dropwise, and the mixture was stirred at 45° to 50° C. for 1 hour. After completion of the reaction, the reaction mixture was poured into water and extracted with ethyl acetate. The ethyl acetate layer was washed with water and then with diluted hydrochloric acid,... As a reaction SMILES: [Br:1][C:2]1[CH:7]=[C:6]([F:8])[C:5]([N+:9]([O-:11])=[O:10])=[CH:4][C:3]=1[OH:12].C(=O)([O-])[O-].[K+].[K+].[CH:19](I)([CH3:21])[CH3:20].O>CN(C)C=O>[CH:19]([O:12][C:3]1[CH:4]=[C:5]([N+:9]([O-:11])=[O:10])[C:6]([F:8])=[CH:7][C:2]=1[Br:1])([CH3:21])[CH3:20] |f:1.2.3|. Starting materials: C1(=C(C(=C(C(=C1F)F)F)N)F)N.Cl.Cl (dihydrochloride), C(C1=CC=CC=C1)N1CCN(CC1)CCC1=CC=C(C=C1)CC(=O)O (4-[2-(1-benzylpiperazin-4-yl)-ethyl]-phenylacetic acid). Run in C(C)O (ethanol), Cl (hydrochloric acid), [Pd] (palladium-charcoal). The product is N1(CCNCC1)CCC1=CC=C(C=C1)CC(=O)O (4-[2-(Piperazin-1-yl)-ethyl]-phenylacetic acid). RXN SMILES: C1(N)C(F)=C(F)C(F)=C(N)C=1F.Cl.Cl.C([N:22]1[CH2:27][CH2:26][N:25]([CH2:28][CH2:29][C:30]2[CH:35]=[CH:34][C:33]([CH2:36][C:37]([OH:39])=[O:38])=[CH:32][CH:31]=2)[CH2:24][CH2:23]1)C1C=CC=CC=1>C(O)C.Cl.[Pd]>[N:25]1([CH2:28][CH2:29][C:30]2[CH:35]=[CH:34][C:33]([CH2:36][C:37]([OH:39])=[O:38])=[CH:32][CH:31]=2)[CH2:26][CH2:27][NH:22][CH2:23][CH2:24]1 |f:0.1.2|. Procedure details: 140 g. (0.34 mole) of the dihydrochloride of 4-[2-(1-benzylpiperazin-4-yl)-ethyl]-phenylacetic acid is dissolved in a mixture of ethanol and 6N hydrochloric acid and 10% palladium-charcoal is added thereto, followed by hydrogenation in a shaker bomb. If the reaction proceeds too slowly, the catalyst is replaced by fresh catalyst. The reaction mixture is then suction filtered and the filtrate is evaporated and brought to crystallisation with some ethyl acetate. Yield 90 g. (82% of theory) of the ... The reactants are CC1=C(CN2CCCCC2)c2cc(OCCCBr)ccc21, CCO, [N-]=[N+]=[N-], [Na+], O, O. The product is CC1=C(CN2CCCCC2)c2cc(OCCCN)ccc21. Reaction SMILES: [Br:5][CH2:6][CH2:7][CH2:8][O:9][c:10]1[cH:11][cH:12][c:13]2[c:14]([cH:25]1)[C:15]([CH2:18][N:19]1[CH2:20][CH2:21][CH2:22][CH2:23][CH2:24]1)=[C:16]2[CH3:17].[CH2:28]([OH:29])[CH3:30].[N-:2]=[N+:3]=[N-:4].[Na+:1].[OH2:26].[OH2:27]>>[NH2:2][CH2:6][CH2:7][CH2:8][O:9][c:10]1[cH:11][cH:12][c:13]2[c:14]([cH:25]1)[C:15]([CH2:18][N:19]1[CH2:20][CH2:21][CH2:22][CH2:23][CH2:24]1)=[C:16]2[CH3:17].